This data is from the Open Reaction Database (ORD), a public repository of structured organic reaction records. The task is: describe an organic reaction: reactants, conditions, products, and yield Starting materials: NC1=NC=C(N=C1)C1=C(C=C(C=C1)C=1C(=CC=CC1)C(=O)O)F (4′-(2-aminopyrazin-5-yl)-3′-fluoro-[1,1′-biphenyl]-2-carboxylic acid), N1CCC(CC1)N (piperidin-4-amine). Yields the product NC1CCN(CC1)C(=O)C1=C(C=CC=C1)C1=CC(=C(C=C1)C=1N=CC(=NC1)N)F (5-{2′-[(4-Aminopiperidin-1-yl)carbonyl]-3-fluorobiphenyl-4-yl}pyrazin-2-amine). Reaction SMILES: [NH2:1][C:2]1[CH:7]=[N:6][C:5]([C:8]2[CH:13]=[CH:12][C:11]([C:14]3[C:15]([C:20](O)=[O:21])=[CH:16][CH:17]=[CH:18][CH:19]=3)=[CH:10][C:9]=2[F:23])=[CH:4][N:3]=1.[NH:24]1[CH2:29][CH2:28][CH:27]([NH2:30])[CH2:26][CH2:25]1>>[NH2:30][CH:27]1[CH2:28][CH2:29][N:24]([C:20]([C:15]2[CH:16]=[CH:17][CH:18]=[CH:19][C:14]=2[C:11]2[CH:12]=[CH:13][C:8]([C:5]3[N:6]=[CH:7][C:2]([NH2:1])=[N:3][CH:4]=3)=[C:9]([F:23])[CH:10]=2)=[O:21])[CH2:25][CH2:26]1. Procedure: The title compound was prepared using methods analogous to those described in Step C of Example 504 using 4′-(2-aminopyrazin-5-yl)-3′-fluoro-[1,1′-biphenyl]-2-carboxylic acid and piperidin-4-amine. MS (ESI): mass calcd. for C22H22FN5O, 391.18; m/z found, 392.1 [M+H]+. 1H NMR (400 MHz, DMSO-d6) δ 8.34 (s, 1H), 7.99 (s, 1H), 7.88 (s, 1H), 7.48 (d, J=14.8, 3H), 7.35-7.20 (m, 3H), 6.69 (s, 2H), 4.31 (s, 1H), 3.08-2.50 (m, 6H), 1.75 (t, J=80.9, 2H), 1.38-0.86 (m, 2H). Starting materials: OCCBr, O=C(NC1CCNCC1)c1ccccc1, O=C([O-])[O-], CCC(C)=O, [K+], [K+]. Product: O=C(NC1CCN(CCO)CC1)c1ccccc1. RXN SMILES: [Br:16][CH2:17][CH2:18][OH:19].[C:1]([c:2]1[cH:3][cH:4][cH:5][cH:6][cH:7]1)(=[O:8])[NH:9][CH:10]1[CH2:11][CH2:12][NH:13][CH2:14][CH2:15]1.[C:20](=[O:21])([O-:22])[O-:23].[CH2:26]([C:27]([CH3:28])=[O:29])[CH3:30].[K+:24].[K+:25]>>[C:1]([c:2]1[cH:3][cH:4][cH:5][cH:6][cH:7]1)(=[O:8])[NH:9][CH:10]1[CH2:11][CH2:12][N:13]([CH2:17][CH2:18][OH:19])[CH2:14][CH2:15]1. Reactants: C(=C)Cl (vinyl chloride), OO (hydrogen peroxide), C(C(C)C)(=O)OOC(C(C)C)=O (diisobutyryl peroxide), C(OCC)(=O)OC(=O)OCC (diethyl pyrocarbonate). The product is C(=O)(OCC)OOC(=O)OCC (diethyl peroxydicarbonate). Reaction SMILES: [CH:1](Cl)=[CH2:2].C(O[O:10][C:11](=[O:15])C(C)C)(=O)C(C)C.C([O:21][C:22]([O:24][CH2:25][CH3:26])=[O:23])(=O)OCC.[OH:27]O>>[C:22]([O:21][O:10][C:11]([O:15][CH2:1][CH3:2])=[O:27])([O:24][CH2:25][CH3:26])=[O:23]. Procedure details: The data of Example III shows that the combined use of isobutyric anhydride and hydrogen peroxide in amounts sufficient to produce theoretically 4.0 × 10-4 moles of diisobutyryl peroxide can initiate the polymerization of vinyl chloride at 50° C. The data further shows that the peroxide is exhausted early in the polymerization. The data of Example IV shows that the combined use of diethyl pyrocarbonate and hydrogen peroxide in amounts sufficient to produce theoretically 3.35 × 10-4 moles of diet... Starting materials: NC1=NNC(=N1)S (3-amino-5-mercapto-s-triazole), C(CC(=O)C)(=O)OCC (ethyl acetoacetate), N1CCCCC1 (piperidine). Solvent: C(C)O (ethanol). Yields the product OC1=CC(=NC=2N1N=C(N2)S)C (7-hydroxy-2-mercapto-5-methyl-s-triazolo[1,5-a]pyrimidine). The yield is 37.6%. As a reaction SMILES: [NH2:1][C:2]1[N:6]=[C:5]([SH:7])[NH:4][N:3]=1.[C:8](OCC)(=[O:13])[CH2:9][C:10]([CH3:12])=O.N1CCCCC1>C(O)C>[OH:13][C:8]1[N:3]2[N:4]=[C:5]([SH:7])[N:6]=[C:2]2[N:1]=[C:10]([CH3:12])[CH:9]=1. Procedure: A mixture of 3-amino-5-mercapto-s-triazole (10 g), ethyl acetoacetate (34 g), piperidine (10 ml) and ethanol (300 ml) was refluxed for four hours. After removing the solvent by distillation under reduced pressure, 150 ml water was added, the mixture was neutralized to pH 7.0 with hydrochloric acid and cooled, giving 5.9 g of the objective compound.